From a dataset of the Open Reaction Database (ORD), a public repository of structured organic reaction records. describe an organic reaction: reactants, conditions, products, and yield Reactants: N1(C(CCC1=O)=O)Cl, c1(ccc(nn1)OC)C(OC)=O. Reagents/catalysts: c1ccc(cc1)-c2c3ccccc3cc4ccccc24 (9-Phenylanthracene). Run in CO (MeOH). Reaction conditions: temperature 20 celsius, time 18 hour. The product is COC(=O)c1cc(Cl)c(OC)nn1. Reaction SMILES: [CH3:1][O:2][C:3]([c:5]1[n:12][n:11][c:8]([O:9][CH3:10])[cH:7][cH:6]1)=[O:4].[Cl:13]N1C(=O)CCC1=O>>[CH3:1][O:2][C:3]([c:5]1[n:12][n:11][c:8]([O:9][CH3:10])[c:7]([Cl:13])[cH:6]1)=[O:4]. The product is CCCCc1cc(CSCP(=O)(OCC)OCC)n2nccc2n1. Starting materials: CCCCc1cc(Cl)n2nccc2n1, [Li]CCCC, C1CCOC1, CCOC(C)=O, CCOP(=O)(CSC)OCC. RXN SMILES: [CH2:17]([CH2:18][CH2:19][CH3:20])[c:21]1[n:22][c:23]2[n:24]([c:25]([Cl:27])[cH:26]1)[n:28][cH:29][cH:30]2.[CH2:1]([Li:2])[CH2:3][CH2:4][CH3:5].[CH2:31]1[O:32][CH2:33][CH2:34][CH2:35]1.[CH3:36][CH2:37][O:38][C:39](=[O:40])[CH3:41].[CH3:6][S:7][CH2:8][P:9]([O:10][CH2:11][CH3:12])([O:13][CH2:14][CH3:15])=[O:16]>>[CH2:6]([S:7][CH2:8][P:9]([O:10][CH2:11][CH3:12])([O:13][CH2:14][CH3:15])=[O:16])[c:25]1[n:24]2[c:23]([n:22][c:21]([CH2:17][CH2:18][CH2:19][CH3:20])[cH:26]1)[cH:30][cH:29][n:28]2. Starting materials: N1=NC=CC2=C1OCC2N (5,6-dihydrofuro[2,3-c]pyridazin-5-amine), CON=C1COC2=C(N=CC=C21)C (7-methylfuro[2,3-c]pyridin-3(2H)-one O-methyl oxime). Yields the product CC=1N=CC=C2C1OCC2N (7-methyl-2,3-dihydrofuro[2,3-c]pyridin-3-amine). RXN SMILES: N1C2OCC(N)C=2C=CN=1.CO[N:13]=[C:14]1[C:22]2[C:17](=[C:18]([CH3:23])[N:19]=[CH:20][CH:21]=2)[O:16][CH2:15]1>>[CH3:23][C:18]1[N:19]=[CH:20][CH:21]=[C:22]2[CH:14]([NH2:13])[CH2:15][O:16][C:17]=12. Procedure: This compound was prepared using a method analogous to that of 5,6-dihydrofuro[2,3-c]pyridazin-5-amine (A.2.3.4), 7-methylfuro[2,3-c]pyridin-3(2H)-one O-methyl oxime replacing furo[2,3-c]pyridazin-5(6H)-one O-methyl oxime;